This data is from the Open Reaction Database (ORD), a public repository of structured organic reaction records. The task is: describe an organic reaction: reactants, conditions, products, and yield The reactants are Cl.N1=C(C=CC=C1)N(C(=O)C1=CC2=C(N(C(=N2)CNC2=CC=C(C=C2)C(N)=N)C)C=C1)CCC(=O)OCC (1-methyl-2-[N-(4-amidinophenyl)aminomethyl]benzimidazol-5-yl-carboxylic acid-N-(2-pyridyl)-N-(2-ethoxycarbonylethyl)amide hydrochloride), [OH-].[Na+] (sodium hydroxide), C25H25N7O3. Yields the product N1=C(C=CC=C1)N(C(=O)C1=CC2=C(N(C(=N2)CNC2=CC=C(C=C2)C(N)=N)C)C=C1)CCC(=O)O (1-Methyl-2-[N-(4-amidinophenyl)aminomethyl]benzimidazol-5-yl-carboxylic acid-N-(2-pyridyl)-N-(2-hydroxycarbonylethyl)amide). Isolated yield 91.0%. RXN SMILES: Cl.[N:2]1[CH:7]=[CH:6][CH:5]=[CH:4][C:3]=1[N:8]([CH2:32][CH2:33][C:34]([O:36]CC)=[O:35])[C:9]([C:11]1[CH:31]=[CH:30][C:14]2[N:15]([CH3:29])[C:16]([CH2:18][NH:19][C:20]3[CH:25]=[CH:24][C:23]([C:26](=[NH:28])[NH2:27])=[CH:22][CH:21]=3)=[N:17][C:13]=2[CH:12]=1)=[O:10].[OH-].[Na+]>>[N:2]1[CH:7]=[CH:6][CH:5]=[CH:4][C:3]=1[N:8]([CH2:32][CH2:33][C:34]([OH:36])=[O:35])[C:9]([C:11]1[CH:31]=[CH:30][C:14]2[N:15]([CH3:29])[C:16]([CH2:18][NH:19][C:20]3[CH:25]=[CH:24][C:23]([C:26](=[NH:27])[NH2:28])=[CH:22][CH:21]=3)=[N:17][C:13]=2[CH:12]=1)=[O:10] |f:0.1,2.3|. Procedure: Prepared analogously to Example 26 from 1-methyl-2-[N-(4-amidinophenyl)aminomethyl]benzimidazol-5-yl-carboxylic acid-N-(2-pyridyl)-N-(2-ethoxycarbonylethyl)amide hydrochloride and sodium hydroxide solution. Yield: 91% of theory, C25H25N7O3 (471.5); EKA mass spectrum: (M+H)+=472; (M+H+Na)++=247.6; (M+2H)++=236.7; (M+2Na)++=258.6.